From a dataset of the Open Reaction Database (ORD), a public repository of structured organic reaction records. describe an organic reaction: reactants, conditions, products, and yield Reactants: S(=O)(Cl)Cl (Thionyl chloride), OCC=1N=CNC1C (4-hydroxymethyl-5-methylimidazole). The solvent is C(C)OCC (diethyl ether). Reaction conditions: temperature 10 celsius. The product is Cl.CC=1N=CNC1CCl (4-methyl-5-chloromethyl imidazole hydrochloride). Yield: 91.0%. As a reaction SMILES: S(Cl)([Cl:3])=O.O[CH2:6][C:7]1[N:8]=[CH:9][NH:10][C:11]=1[CH3:12]>C(OCC)C>[ClH:3].[CH3:12][C:11]1[N:10]=[CH:9][NH:8][C:7]=1[CH2:6][Cl:3] |f:3.4|. Procedure: Thionyl chloride (50 ml) was stirred under nitrogen in an ice bath while 4-hydroxymethyl-5-methylimidazole (11.2 g, 0.1 m) was added in very small portions over a 15 minute period. The reaction was vigorous and the temperature was maintained between 10° and 20° C. A colorless precipitate formed. When the addition was complete, the temperature was raised slowly (about 1/2 hour) to 55°±5° C. and maintained at that level for about 1/2 hour. The mixture was then cooled to 10° C. and diluted with 100... The reactants are N([C@@H](CC(C)C)C(=O)N[C@@H](CO)C(=O)OC)C(=O)OCC1=CC=CC=C1 (Z-Leu-Ser-OCH3), Cl (hydrochloric acid), [H][H] (hydrogen). Reagents/catalysts: [Pd] (palladium black). Run in methan-1. Product: N[C@@H](CC(C)C)C(=O)N[C@@H](CO)C(=O)OC.Cl (H-Leu-Ser-OCH3.HCl). As a reaction SMILES: [NH:1](C(OCC1C=CC=CC=1)=O)[C@H:2]([C:7]([NH:9][C@H:10]([C:13]([O:15][CH3:16])=[O:14])[CH2:11][OH:12])=[O:8])[CH2:3][CH:4]([CH3:6])[CH3:5].[ClH:27].[H][H]>[Pd]>[NH2:1][C@H:2]([C:7]([NH:9][C@H:10]([C:13]([O:15][CH3:16])=[O:14])[CH2:11][OH:12])=[O:8])[CH2:3][CH:4]([CH3:5])[CH3:6].[ClH:27] |f:4.5|. Reported procedure: 4.20 Grams of Z-Leu-Ser-OCH3 was suspended in a mixture of 40 ml of methan-1 with 11.46 ml of 1N-hydrochloric acid, then a small amount of palladium black was added to the suspension, stirred for 18 hours under the condition of introducing hydrogen gas. After completion of the reaction the catalyst was removed by suction filtration, the filtrate was subjected to distillation under a reduced pressure, further to the residue obtained was added water and distillation under a reduced pressure were r... RXN SMILES: [Br:1][c:2]1[c:3]([NH:32][CH2:33][c:34]2[cH:35][c:36]([O:40][CH3:41])[cH:37][cH:38][cH:39]2)[c:4]([NH:25][S:26](=[O:27])(=[O:28])[CH2:29][CH2:30][CH3:31])[cH:5][c:6]([CH:8]2[C:9]([C:23]#[N:24])=[C:10]([CH3:22])[NH:11][C:12]3=[C:17]2[C:16](=[O:18])[CH2:15][CH:14]([CH2:19][CH2:20][CH3:21])[CH2:13]3)[cH:7]1.[CH3:42][C:43](=[O:44])[O:45][C:46](=[O:47])[CH3:48].[CH3:55][CH2:56][O:57][C:58](=[O:59])[CH3:60].[cH:49]1[cH:50][cH:51][n:52][cH:53][cH:54]1>>[Br:1][c:2]1[c:3]([N:32]([CH2:33][c:34]2[cH:35][c:36]([O:40][CH3:41])[cH:37][cH:38][cH:39]2)[C:43]([CH3:42])=[O:44])[c:4]([NH:25][S:26](=[O:27])(=[O:28])[CH2:29][CH2:30][CH3:31])[cH:5][c:6]([CH:8]2[C:9]([C:23]#[N:24])=[C:10]([CH3:22])[NH:11][C:12]3=[C:17]2[C:16](=[O:18])[CH2:15][CH:14]([CH2:19][CH2:20][CH3:21])[CH2:13]3)[cH:7]1. Product: CCCC1CC(=O)C2=C(C1)NC(C)=C(C#N)C2c1cc(Br)c(N(Cc2cccc(OC)c2)C(C)=O)c(NS(=O)(=O)CCC)c1. The reactants are CCCC1CC(=O)C2=C(C1)NC(C)=C(C#N)C2c1cc(Br)c(NCc2cccc(OC)c2)c(NS(=O)(=O)CCC)c1, CC(=O)OC(C)=O, CCOC(C)=O, c1ccncc1. Reactants: C1(CCCC1)N1C2=C(N(C(C3(C1)CC3)=O)C)C=NC(=N2)NC2=C(C=C(C(=O)O)C=C2)F (4-(9′-Cyclopentyl-5′-methyl-6′-oxo-5′,6′,8′,9′-tetrahydrospiro[cyclopropane-1,7′-pyrimido[4,5-b][1,4]diazepine]-2′-ylamino)-3-fluorobenzoic acid), C1(CCCC1)N1C2=C(N(C(C3(C1)CC3)=O)C)C=NC(=N2)NC2=C(C=C(C(=O)O)C=C2)F (4-(9′-Cyclopentyl-5′-methyl-6′-oxo-5′,6′,8′,9′-tetrahydrospiro[cyclopropane-1,7′-pyrimido[4,5-b][1,4]diazepine]-2′-ylamino)-3-fluorobenzoic acid), CCN(C(C)C)C(C)C (DIPEA), CN(C)C(=[N+](C)C)ON1C2=C(C=CC=C2)N=N1.[B-](F)(F)(F)F (TBTU), NN1CCN(CC1)C (1-amino-4-methylpiperazine). Solvent: C(Cl)Cl (DCM). Conditions: time 4 hour. Product: C1(CCCC1)N1C2=C(N(C(C3(C1)CC3)=O)C)C=NC(=N2)NC2=C(C=C(C(=O)NN3CCN(CC3)C)C=C2)F (4-(9′-cyclopentyl-5′-methyl-6′-oxo-5′,6′,8′,9′-tetrahydrospiro[cyclopropane-1,7′-pyrimido[4,5-b][1,4]diazepine]-2′-ylamino)-3-fluoro-N-(4-methylpiperazin-1-yl)benzamide). Isolated yield 42.5%. As a reaction SMILES: [CH:1]1([N:6]2[CH2:12][C:11]3([CH2:14][CH2:13]3)[C:10](=[O:15])[N:9]([CH3:16])[C:8]3[CH:17]=[N:18][C:19]([NH:21][C:22]4[CH:30]=[CH:29][C:25]([C:26](O)=[O:27])=[CH:24][C:23]=4[F:31])=[N:20][C:7]2=3)[CH2:5][CH2:4][CH2:3][CH2:2]1.CCN(C(C)C)C(C)C.CN(C(ON1N=NC2C=CC=CC1=2)=[N+](C)C)C.[B-](F)(F)(F)F.[NH2:63][N:64]1[CH2:69][CH2:68][N:67]([CH3:70])[CH2:66][CH2:65]1>C(Cl)Cl>[CH:1]1([N:6]2[CH2:12][C:11]3([CH2:14][CH2:13]3)[C:10](=[O:15])[N:9]([CH3:16])[C:8]3[CH:17]=[N:18][C:19]([NH:21][C:22]4[CH:30]=[CH:29][C:25]([C:26]([NH:63][N:64]5[CH2:69][CH2:68][N:67]([CH3:70])[CH2:66][CH2:65]5)=[O:27])=[CH:24][C:23]=4[F:31])=[N:20][C:7]2=3)[CH2:5][CH2:4][CH2:3][CH2:2]1 |f:2.3|. Reported procedure: 4-(9′-Cyclopentyl-5′-methyl-6′-oxo-5′,6′,8′,9′-tetrahydrospiro[cyclopropane-1,7′-pyrimido[4,5-b][1,4]diazepine]-2′-ylamino)-3-fluorobenzoic acid (Intermediate 9) (0.27 g, 0.63 mmol, 1 eq), DIPEA (0.21 mL, 1.26 mmol, 2 eq) and TBTU (0.22 g, 0.69 mmol, 1.1 eq) were added to 5 mL DCM and the resulting solution stirred at rt for 30 min before the addition of 1-amino-4-methylpiperazine (91 μl, 0.75 mmol, 1.2 eq). The RM was then stirred at rt for 4 hours before washing with water, concentrating in va...